Dataset: the Open Reaction Database (ORD), a public repository of structured organic reaction records. Task: describe an organic reaction: reactants, conditions, products, and yield The reactants are CCOCC, COc1cc2c(Cl)ncnc2cc1OCC1CCCN(C)C1, Cl, Cc1ccc(NC(=O)c2ccnc(N3CCOCC3)c2)cc1N. Yields the product COc1cc2c(Nc3cc(NC(=O)c4ccnc(N5CCOCC5)c4)ccc3C)ncnc2cc1OCC1CCCN(C)C1. Reaction SMILES: [CH3:47][CH2:48][O:49][CH2:50][CH3:51].[Cl:2][c:3]1[n:4][cH:5][n:6][c:7]2[cH:8][c:9]([O:15][CH2:16][CH:17]3[CH2:18][N:19]([CH3:23])[CH2:20][CH2:21][CH2:22]3)[c:10]([O:13][CH3:14])[cH:11][c:12]12.[ClH:1].[NH2:24][c:25]1[cH:26][c:27]([NH:32][C:33](=[O:34])[c:35]2[cH:36][c:37]([N:41]3[CH2:42][CH2:43][O:44][CH2:45][CH2:46]3)[n:38][cH:39][cH:40]2)[cH:28][cH:29][c:30]1[CH3:31]>>[c:3]1([NH:24][c:25]2[cH:26][c:27]([NH:32][C:33](=[O:34])[c:35]3[cH:36][c:37]([N:41]4[CH2:42][CH2:43][O:44][CH2:45][CH2:46]4)[n:38][cH:39][cH:40]3)[cH:28][cH:29][c:30]2[CH3:31])[n:4][cH:5][n:6][c:7]2[cH:8][c:9]([O:15][CH2:16][CH:17]3[CH2:18][N:19]([CH3:23])[CH2:20][CH2:21][CH2:22]3)[c:10]([O:13][CH3:14])[cH:11][c:12]12. Reactants: CC(C)OC(=O)/N=N/C(=O)OC(C)C (diisopropylazodicarboxylate), C(C1=CC=CC=C1)(=O)OC1=CC(=C(C(=C1)C)O)CC (3-ethyl-4-hydroxy-5-methylphenyl benzoate), FC(C1=CC=C(C(=O)NCCCO)C=C1)(F)F (3-(4-(trifluoromethyl)benzamido)propan-1-ol), C1(=CC=CC=C1)P(C1=CC=CC=C1)C1=CC=CC=C1 (triphenylphosphine). Solvent: O1CCCC1 (tetrahydrofuran), O1CCCC1 (tetrahydrofuran). The product is C(C1=CC=CC=C1)(=O)OC1=C(C(=CC=C1)NC(C1=CC=C(C=C1)C(F)(F)F)=O)OCCC (3-(4-(trifluromethyl)benzamido)-propyloxyphenyl benzoate). Isolated yield 90.0%. Reaction SMILES: [C:1]([O:9][C:10]1[CH:15]=[C:14](C)[C:13](O)=[C:12](CC)[CH:11]=1)(=[O:8])[C:2]1[CH:7]=[CH:6][CH:5]=[CH:4][CH:3]=1.[F:20][C:21]([F:36])([F:35])[C:22]1[CH:34]=[CH:33][C:25]([C:26]([NH:28]CCCO)=[O:27])=[CH:24][CH:23]=1.[C:37]1(P(C2C=CC=CC=2)C2C=CC=CC=2)[CH:42]=CC=C[CH:38]=1.CC([O:59]C(/N=N/C(OC(C)C)=O)=O)C>O1CCCC1>[C:1]([O:9][C:10]1[CH:11]=[CH:12][CH:13]=[C:14]([NH:28][C:26](=[O:27])[C:25]2[CH:33]=[CH:34][C:22]([C:21]([F:35])([F:36])[F:20])=[CH:23][CH:24]=2)[C:15]=1[O:59][CH2:38][CH2:37][CH3:42])(=[O:8])[C:2]1[CH:3]=[CH:4][CH:5]=[CH:6][CH:7]=1. Reported procedure: To a mixture of 0.5 g of crude 3-ethyl-4-hydroxy-5-methylphenyl benzoate, 0.48 g of 3-(4-(trifluoromethyl)benzamido)propan-1-ol, 0.54 g of triphenylphosphine and 10 ml of tetrahydrofuran was added dropwise a solution of 0.41 g of diisopropylazodicarboxylate dissolved in 2 ml of tetrahydrofuran, while stirring at room temperature. After stirring at room temperature for 24 hours, the reaction mixture was concentrated under reduced pressure to give a residue. The residue was subjected to silica gel... The reactants are O (water), OC1=CC2=CC=C(C=C2C=C1C(=O)NC1=CC=CC=C1)C(=O)Cl (2-hydroxy-3-phenylaminocarbonyl-6-chlorocarbonylnaphthalene), C(CCCCCCCCCCCCCCC)N (n-hexadecylamine). Solvent: O1CCCC1 (tetrahydrofuran), O1CCCC1 (tetrahydrofuran). Conditions: temperature 30 celsius. Yields the product OC1=CC2=CC=C(C=C2C=C1C(=O)NC1=CC=CC=C1)C(=O)NCCCCCCCCCCCCCCCC (2-hydroxy-3-phenylaminocarbonyl-6-n-hexadecylaminocarbonyl naphthalene). The yield is 35.9%. Reaction SMILES: [OH:1][C:2]1[C:11]([C:12]([NH:14][C:15]2[CH:20]=[CH:19][CH:18]=[CH:17][CH:16]=2)=[O:13])=[CH:10][C:9]2[C:4](=[CH:5][CH:6]=[C:7]([C:21](Cl)=[O:22])[CH:8]=2)[CH:3]=1.[CH2:24]([NH2:40])[CH2:25][CH2:26][CH2:27][CH2:28][CH2:29][CH2:30][CH2:31][CH2:32][CH2:33][CH2:34][CH2:35][CH2:36][CH2:37][CH2:38][CH3:39].O>O1CCCC1>[OH:1][C:2]1[C:11]([C:12]([NH:14][C:15]2[CH:20]=[CH:19][CH:18]=[CH:17][CH:16]=2)=[O:13])=[CH:10][C:9]2[C:4](=[CH:5][CH:6]=[C:7]([C:21]([NH:40][CH2:24][CH2:25][CH2:26][CH2:27][CH2:28][CH2:29][CH2:30][CH2:31][CH2:32][CH2:33][CH2:34][CH2:35][CH2:36][CH2:37][CH2:38][CH3:39])=[O:22])[CH:8]=2)[CH:3]=1. Procedure details: A dispersion of 6.5 g of 2-hydroxy-3-phenylaminocarbonyl-6-chlorocarbonylnaphthalene in 20.0 g of dry tetrahydrofuran was added with 9.2 g of n-hexadecylamine solution in 30 g of dry tetrahydrofuran and reacted under reflux for 12 hours. To the reaction mixture, 30 g of water was added and the precipitates were collected by filtration, washed with water and thus obtained crystal was washed with 30 g of methanol under reflux. The obtained mixture was cooled to 30° C. and filtrated, washed with me... Starting materials: C=CC(=O)OC(C)(C)C, c1ccc(Cc2ccc3oc(-c4ccc5c(c4)CCNC5)cc3c2)cc1, CO, CCN(C(C)C)C(C)C. Product: CC(C)(C)OC(=O)CCN1CCc2cc(-c3cc4cc(Cc5ccccc5)ccc4o3)ccc2C1. RXN SMILES: [C:36]([CH3:37])([CH3:38])([CH3:39])[O:40][C:41]([CH:42]=[CH2:43])=[O:44].[CH2:1]([c:2]1[cH:3][cH:4][cH:5][cH:6][cH:7]1)[c:8]1[cH:9][cH:10][c:11]2[c:12]([cH:13][c:14](-[c:16]3[cH:17][c:18]4[c:23]([cH:24][cH:25]3)[CH2:22][NH:21][CH2:20][CH2:19]4)[o:15]2)[cH:26]1.[CH3:45][OH:46].[CH:27]([N:28]([CH2:29][CH3:30])[CH:31]([CH3:32])[CH3:33])([CH3:34])[CH3:35]>>[CH2:1]([c:2]1[cH:3][cH:4][cH:5][cH:6][cH:7]1)[c:8]1[cH:9][cH:10][c:11]2[c:12]([cH:13][c:14](-[c:16]3[cH:17][c:18]4[c:23]([cH:24][cH:25]3)[CH2:22][N:21]([CH2:43][CH2:42][C:41]([O:40][C:36]([CH3:37])([CH3:38])[CH3:39])=[O:44])[CH2:20][CH2:19]4)[o:15]2)[cH:26]1. Starting materials: Cl[Pd]Cl (PdCl2), KBH4, C1(CCCCCN1)=O (caprolactam), Cl[Pd]Cl (PdCl2), [OH-].[Na+] (NaOH), C1(CCCCCN1)=O (caprolactam). Conditions: temperature 100 celsius, time 2 hour. Product: [Pd].C1(CCCCCN1)=O (Pd caprolactam). Reaction SMILES: Cl[Pd:2]Cl.[OH-].[Na+].[C:6]1(=[O:13])[NH:12][CH2:11][CH2:10][CH2:9][CH2:8][CH2:7]1>>[Pd:2].[C:6]1(=[O:13])[NH:12][CH2:11][CH2:10][CH2:9][CH2:8][CH2:7]1 |f:1.2,4.5|. Reported procedure: 5.0 g PdCl2 and 100 g molten caprolactam having a purity not less than 80% and a moisture not more than 20% are added to a reactor, and then stirred for 30 min at the temperature of 100° C., so that PdCl2 is fully dissolved in a molten caprolactam solvent. 1 g NaOH is rapidly added under stirring for the purpose of reaction for 2 h at the temperature of 100° C., and then, 2 g KBH4 is added for continuous reaction for 2 h to obtain nano Pd/caprolactam mixture. Starting materials: C(#N)C1=C(C(=O)O)C=CC(=C1)OC (2-cyano-4-methoxybenzoic acid), CCCC(CCC)N (4-Heptylamine). Product: C(#N)C1=C(C(=O)NC(CCC)CCC)C=CC(=C1)OC (2-cyano-N-(heptan-4-yl)-4-methoxybenzamide). Isolated yield 73.0%. RXN SMILES: [C:1]([C:3]1[CH:11]=[C:10]([O:12][CH3:13])[CH:9]=[CH:8][C:4]=1[C:5]([OH:7])=O)#[N:2].[CH3:14][CH2:15][CH2:16][CH:17]([NH2:21])[CH2:18][CH2:19][CH3:20]>>[C:1]([C:3]1[CH:11]=[C:10]([O:12][CH3:13])[CH:9]=[CH:8][C:4]=1[C:5]([NH:21][CH:17]([CH2:18][CH2:19][CH3:20])[CH2:16][CH2:15][CH3:14])=[O:7])#[N:2]. Procedure: Prepared in a similar manner to example 4 using 2-cyano-4-methoxybenzoic acid and 4-Heptylamine. Yield: 73%. 1H NMR (CD3OD): 0.94 (t, 6H, J=7.3 Hz), 1.38 (m, 4H), 1.53 (m, 4H), 4.02 (s, 3H), 4.12 (m, 1H), 7.27 (d, 1H, J=9.40 Hz), 8.11 (d, 2H, J=2.21 Hz). MS (M+H, 275).